The task is: describe an organic reaction: reactants, conditions, products, and yield. This data is from the Open Reaction Database (ORD), a public repository of structured organic reaction records. Starting materials: Cl.C(C)ON (O-ethylhydroxylamine hydrochloride), C(=O)([O-])[O-].[Na+].[Na+] (Na2CO3), COC1=C2CCC(CC2=CC=C1OC)=O (5,6-Dimethoxy-3,4-dihydro-1H-naphthalen-2-one). The solvent is O (water), O (water). Reaction conditions: temperature 10 celsius, time 8 hour. Yields the product COC1=C2CCC(CC2=CC=C1OC)NOCC (N-(5,6-Dimethoxy-1,2,3,4-tetrahydro-naphthalen-2-yl)-O-ethyl-hydroxylamine). Isolated yield 45.1%. Reaction SMILES: [CH3:1][O:2][C:3]1[C:12]([O:13][CH3:14])=[CH:11][CH:10]=[C:9]2[C:4]=1[CH2:5][CH2:6][C:7](=O)[CH2:8]2.Cl.[CH2:17]([O:19][NH2:20])[CH3:18].C([O-])([O-])=O.[Na+].[Na+]>O>[CH3:1][O:2][C:3]1[C:12]([O:13][CH3:14])=[CH:11][CH:10]=[C:9]2[C:4]=1[CH2:5][CH2:6][CH:7]([NH:20][O:19][CH2:17][CH3:18])[CH2:8]2 |f:1.2,3.4.5|. Reported procedure: 5,6-Dimethoxy-3,4-dihydro-1H-naphthalen-2-one (1.5 g, 7.5 mmol), prepared as described in J Med. Chem. 1977, 20, 1111-1116, was dissolved in water (15 ml) and a solution of O-ethylhydroxylamine hydrochloride (1 g, 10 mmol) and Na2CO3 (0.53 g, 5 mmol) in water (10 ml) was added dropwise under stirring at 10° C. The reaction was left at room temperature overnight and then extracted with diethyl ether. The ether solution was evaporated to dryness under vacuum. The residue was dissolved in 20 ml of ... The reactants are C(C)(C)(C)OC(=O)C=1C(=CC=CC1)C1=CC(=C(C=C1)CN1C(=NC(=C1C=O)Br)OCC)F (4′-(4-Bromo-2-ethoxy-5-formylimidazol-1-ylmethyl)-3′-fluorobiphenyl-2-carboxylic acid t-butyl ester), COCCOC (1,2-dimethoxyethane), B1(OB(OB(O1)C=C)C=C)C=C.C1=CC=NC=C1 (2,4,6-trivinylcyclo-triboroxane pyridine complex), C([O-])([O-])=O.[K+].[K+] (potassium carbonate). The reagents and catalysts are [Pd].C1(=CC=CC=C1)P(C1=CC=CC=C1)C1=CC=CC=C1.C1(=CC=CC=C1)P(C1=CC=CC=C1)C1=CC=CC=C1.C1(=CC=CC=C1)P(C1=CC=CC=C1)C1=CC=CC=C1.C1(=CC=CC=C1)P(C1=CC=CC=C1)C1=CC=CC=C1 (tetrakis(triphenylphosphine) palladium(0)). Solvent: O (water), CCOC(=O)C (EtOAc), O (water). Run at temperature 90 celsius. Yields the product C(C)(C)(C)OC(=O)C=1C(=CC=CC1)C1=CC(=C(C=C1)CN1C(=NC(=C1C=O)C=C)OCC)F (4′-(2-Ethoxy-5-formyl-4-vinyl-imidazol-1-ylmethyl)-3′-fluorobiphenyl-2-carboxylic acid t-butyl ester). The yield is 209.8%. Reaction SMILES: [C:1]([O:5][C:6]([C:8]1[C:9]([C:14]2[CH:19]=[CH:18][C:17]([CH2:20][N:21]3[C:25]([CH:26]=[O:27])=[C:24](Br)[N:23]=[C:22]3[O:29][CH2:30][CH3:31])=[C:16]([F:32])[CH:15]=2)=[CH:10][CH:11]=[CH:12][CH:13]=1)=[O:7])([CH3:4])([CH3:3])[CH3:2].B1(C=C)OB([CH:39]=[CH2:40])OB(C=C)O1.C1C=CN=CC=1.C(=O)([O-])[O-].[K+].[K+].COCCOC>[Pd].C1(P(C2C=CC=CC=2)C2C=CC=CC=2)C=CC=CC=1.C1(P(C2C=CC=CC=2)C2C=CC=CC=2)C=CC=CC=1.C1(P(C2C=CC=CC=2)C2C=CC=CC=2)C=CC=CC=1.C1(P(C2C=CC=CC=2)C2C=CC=CC=2)C=CC=CC=1.O.CCOC(C)=O>[C:1]([O:5][C:6]([C:8]1[C:9]([C:14]2[CH:19]=[CH:18][C:17]([CH2:20][N:21]3[C:25]([CH:26]=[O:27])=[C:24]([CH:39]=[CH2:40])[N:23]=[C:22]3[O:29][CH2:30][CH3:31])=[C:16]([F:32])[CH:15]=2)=[CH:10][CH:11]=[CH:12][CH:13]=1)=[O:7])([CH3:4])([CH3:3])[CH3:2] |f:1.2,3.4.5,7.8.9.10.11|. Procedure: 4′-(4-Bromo-2-ethoxy-5-formylimidazol-1-ylmethyl)-3′-fluorobiphenyl-2-carboxylic acid t-butyl ester (30.0 g, 59.6 mmol), 2,4,6-trivinylcyclo-triboroxane pyridine complex (5.74 g, 23.8 mmol), tetrakis(triphenylphosphine) palladium(0) (689 mg, 596 μmol), potassium carbonate (8.2 g, 59.6 mmol), 1,2-dimethoxyethane (266 mL, 2560 mmol), and water (107 mL, 5960 mmol) were combined. The solution was heated at 90° C. for 4 hours. After cooling to room temperature, EtOAc (300 mL) and water (100 mL) was a...